This data is from the Open Reaction Database (ORD), a public repository of structured organic reaction records. The task is: describe an organic reaction: reactants, conditions, products, and yield Solvent: CO (methanol). Yields the product CS(=O)(=O)C1=C(C(=NC=C1)CO)C ((4-Methanesulfonyl-3-methyl-pyridin-2-yl)-methanol). Procedure: To a mixture of (4-Methanesulfonyl-2,3-dimethyl-pyridine)-1-oxide (24 g) and acetic acid (50 ml) was added acetic anhydride (28.2 ml), followed by heating to reflux and maintaining the same temperature for about 3 hrs. The reaction mass was cooled to 80° C. and methanol (25 ml) was added followed distilling off the solvent completely under vacuum. THF:methanol (125:25 ml), LiOH (7.5 g) was added to the crude at 25-30° C. followed by adding DCM (100 ml) to the reaction mixture and extraction with... As a reaction SMILES: [CH3:1][S:2]([C:5]1[CH:10]=[CH:9][N+:8]([O-])=[C:7]([CH3:12])[C:6]=1[CH3:13])(=[O:4])=[O:3].C(O)(=[O:16])C.C(OC(=O)C)(=O)C>CO>[CH3:1][S:2]([C:5]1[CH:10]=[CH:9][N:8]=[C:7]([CH2:12][OH:16])[C:6]=1[CH3:13])(=[O:4])=[O:3]. Reactants: CS(=O)(=O)C1=C(C(=[N+](C=C1)[O-])C)C ((4-Methanesulfonyl-2,3-dimethyl-pyridine)-1-oxide), C(C)(=O)O (acetic acid), C(C)(=O)OC(C)=O (acetic anhydride). Reaction conditions: temperature 80 celsius.